Task: describe an organic reaction: reactants, conditions, products, and yield. Dataset: the Open Reaction Database (ORD), a public repository of structured organic reaction records The reactants are FC(S(=O)(=O)OC1=CCC(CC1)NC(=O)[C@H]1N(CCC1)C(=O)OC(C)(C)C)(F)F ((25)-tert-butyl 2-(4-(trifluoromethylsulfonyloxy)-cyclohex-3-enyl carbamoyl)pyrrolidine-1-carboxylate), CC1(OB(OC1(C)C)C1=CC=C(C=C1)C1=CN=C(N1)[C@H]1N(CCC1)C(=O)OC(C)(C)C)C ((5)-tert-butyl 2-(5-(4-(4,4,5,5-tetramethyl-1,3,2-dioxaborolan-2-yl)phenyl)-1H-imidazol-2-yl)pyrrolidine-1-carboxylate), C(=O)([O-])[O-].[Na+].[Na+] (Na2CO3). Reagents/catalysts: Cl[Pd]([P](C1=CC=CC=C1)(C2=CC=CC=C2)C3=CC=CC=C3)([P](C4=CC=CC=C4)(C5=CC=CC=C5)C6=CC=CC=C6)Cl (Pd(PPh3)2Cl2). Run in C1CCOC1 (THF). Run at temperature 80 celsius. Yields the product C(C)(C)(C)OC(=O)N1[C@@H](CCC1)C=1NC(=CN1)C1=CC=C(C=C1)C1=CCC(CC1)NC(=O)[C@H]1N(CCC1)C(=O)OC(C)(C)C ((2S)-tert-butyl 2-(4-(4-(2-((5)-1-(tert-butoxycarbonyl)pyrrolidin-2-yl)-1H-imidazol-5-yl)phenyl)cyclohex-3-enylcarbamoyl)pyrrolidine-1-carboxylate). Yield: 92.9%. As a reaction SMILES: FC(F)(F)S(O[C:7]1[CH2:12][CH2:11][CH:10]([NH:13][C:14]([C@@H:16]2[CH2:20][CH2:19][CH2:18][N:17]2[C:21]([O:23][C:24]([CH3:27])([CH3:26])[CH3:25])=[O:22])=[O:15])[CH2:9][CH:8]=1)(=O)=O.CC1(C)C(C)(C)OB([C:38]2[CH:43]=[CH:42][C:41]([C:44]3[NH:48][C:47]([C@@H:49]4[CH2:53][CH2:52][CH2:51][N:50]4[C:54]([O:56][C:57]([CH3:60])([CH3:59])[CH3:58])=[O:55])=[N:46][CH:45]=3)=[CH:40][CH:39]=2)O1.C([O-])([O-])=O.[Na+].[Na+]>C1COCC1.Cl[Pd](Cl)([P](C1C=CC=CC=1)(C1C=CC=CC=1)C1C=CC=CC=1)[P](C1C=CC=CC=1)(C1C=CC=CC=1)C1C=CC=CC=1>[C:57]([O:56][C:54]([N:50]1[CH2:51][CH2:52][CH2:53][C@H:49]1[C:47]1[NH:48][C:44]([C:41]2[CH:42]=[CH:43][C:38]([C:7]3[CH2:12][CH2:11][CH:10]([NH:13][C:14]([C@@H:16]4[CH2:20][CH2:19][CH2:18][N:17]4[C:21]([O:23][C:24]([CH3:27])([CH3:26])[CH3:25])=[O:22])=[O:15])[CH2:9][CH:8]=3)=[CH:39][CH:40]=2)=[CH:45][N:46]=1)=[O:55])([CH3:60])([CH3:58])[CH3:59] |f:2.3.4,^1:75,94|. Procedure: To a solution of (25)-tert-butyl 2-(4-(trifluoromethylsulfonyloxy)cyclohex-3-enyl carbamoyl)pyrrolidine-1-carboxylate (2) (1.65 g, 3.73 mmol) and (5)-tert-butyl 2-(5-(4-(4,4,5,5-tetramethyl-1,3,2-dioxaborolan-2-yl)phenyl)-1H-imidazol-2-yl)pyrrolidine-1-carboxylate (3) (1.95 g, 4.44 mmol) in THF (19 mL), Pd(PPh3)2Cl2 (130 mg, 0.185 mmol) and aqueous Na2CO3 (2M, 7.5 mL, 15 mmol) were added under N2 protection at rt. The reaction mixture was heated at 80° C. overnight, and cooled to rt. The mixture... Starting materials: [Li]CCCC, C1CCOC1, COCCN(COCC[Si](C)(C)C)S(=O)(=O)c1ccc(Nc2nccc(-c3cncn3C(C)C)n2)cc1, CN(C)C=O, O. Product: COCCN(COCC[Si](C)(C)C)S(=O)(=O)c1ccc(Nc2nccc(-c3cnc(C=O)n3C(C)C)n2)cc1. RXN SMILES: [CH2:38]([Li:39])[CH2:40][CH2:41][CH3:42].[CH2:49]1[O:50][CH2:51][CH2:52][CH2:53]1.[CH:1]([CH3:2])([CH3:3])[n:4]1[cH:5][n:6][cH:7][c:8]1-[c:9]1[n:10][c:11]([NH:15][c:16]2[cH:17][cH:18][c:19]([S:22]([N:23]([CH2:24][O:25][CH2:26][CH2:27][Si:28]([CH3:29])([CH3:30])[CH3:31])[CH2:32][CH2:33][O:34][CH3:35])(=[O:36])=[O:37])[cH:20][cH:21]2)[n:12][cH:13][cH:14]1.[O:43]=[CH:44][N:45]([CH3:46])[CH3:47].[OH2:48]>>[CH:1]([CH3:2])([CH3:3])[n:4]1[c:5]([CH:44]=[O:43])[n:6][cH:7][c:8]1-[c:9]1[n:10][c:11]([NH:15][c:16]2[cH:17][cH:18][c:19]([S:22]([N:23]([CH2:24][O:25][CH2:26][CH2:27][Si:28]([CH3:29])([CH3:30])[CH3:31])[CH2:32][CH2:33][O:34][CH3:35])(=[O:36])=[O:37])[cH:20][cH:21]2)[n:12][cH:13][cH:14]1. Starting materials: ClC1=CC=C(C=N1)CC(=O)OCC (ethyl (6-chloropyridin-3-yl)acetate), C[S-].[Na+] (sodium methanethiolate). The solvent is C(C)(=O)OCC (ethyl acetate), CN(C=O)C (N,N-dimethylformamide). Run at time 23 hour. Product: CSC1=CC=C(C=N1)CC(=O)OCC (Ethyl [6-(methylsulfanyl)pyridin-3-yl]acetate). Yield: 40.2%. As a reaction SMILES: Cl[C:2]1[N:7]=[CH:6][C:5]([CH2:8][C:9]([O:11][CH2:12][CH3:13])=[O:10])=[CH:4][CH:3]=1.[CH3:14][S-:15].[Na+]>CN(C)C=O.C(OCC)(=O)C>[CH3:14][S:15][C:2]1[N:7]=[CH:6][C:5]([CH2:8][C:9]([O:11][CH2:12][CH3:13])=[O:10])=[CH:4][CH:3]=1 |f:1.2|. Reported procedure: To a solution of ethyl (6-chloropyridin-3-yl)acetate (10.7 g) in N,N-dimethylformamide (100 mL) was added sodium methanethiolate (11.3 g), and the mixture was stirred at room temperature for 23 hr. The reaction mixture was diluted with ethyl acetate, washed successively with water and saturated brine, dried over anhydrous sodium sulfate, and concentrated under reduced pressure. The residue was purified by silica gel column chromatography (ethyl acetate:hexane=5:95-50:50, volume ratio) to give th...